This data is from the Open Reaction Database (ORD), a public repository of structured organic reaction records. The task is: describe an organic reaction: reactants, conditions, products, and yield Reactants: ClCOC1=CC=C(C=C1)Cl (α,4-dichloroanisole), C1(=CC=CC=C1)P(C1=CC=CC=C1)C1=CC=CC=C1 (triphenylphosphine). Solvent: C1(=CC=CC=C1)C (toluene). Reaction conditions: temperature 100 celsius. Product: [Cl-].ClC1=CC=C(OC[P+](C2=CC=CC=C2)(C2=CC=CC=C2)C2=CC=CC=C2)C=C1 ([(4-Chlorophenoxy)methyl]triphenylphosphonium chloride). As a reaction SMILES: [Cl:1][CH2:2][O:3][C:4]1[CH:9]=[CH:8][C:7]([Cl:10])=[CH:6][CH:5]=1.[C:11]1([P:17]([C:24]2[CH:29]=[CH:28][CH:27]=[CH:26][CH:25]=2)[C:18]2[CH:23]=[CH:22][CH:21]=[CH:20][CH:19]=2)[CH:16]=[CH:15][CH:14]=[CH:13][CH:12]=1>C1(C)C=CC=CC=1>[Cl-:1].[Cl:10][C:7]1[CH:8]=[CH:9][C:4]([O:3][CH2:2][P+:17]([C:18]2[CH:19]=[CH:20][CH:21]=[CH:22][CH:23]=2)([C:24]2[CH:29]=[CH:28][CH:27]=[CH:26][CH:25]=2)[C:11]2[CH:12]=[CH:13][CH:14]=[CH:15][CH:16]=2)=[CH:5][CH:6]=1 |f:3.4|. Reported procedure: Into a 100 ml round-bottom flask was added 5 g (28.8 mmol, 1.0 equiv) of α,4-dichloroanisole, 7.8 g (30 mmol, 1.05 equiv) triphenylphosphine, and 50 ml toluene (over sieves). The resulting solution was heated to 100° C. for 24 hours, cooled down to room temperature, and filtered to afford the product as a white solid. The reactants are ClC1=NC=CC=C1S(=O)(=O)Cl (2-chloropyridine-3-sulfonyl chloride), COC1=C(C=CC(=N1)N)C (6-methoxy-5-methylpyridin-2-amine), N1=CC=CC=C1 (pyridine). Solvent: O1CCOCC1 (1,4-dioxane). Product: ClC1=NC=CC=C1S(=O)(=O)NC1=NC(=C(C=C1)C)OC (2-Chloro-N-(6-methoxy-5-methylpyridin-2-yl)pyridine-3-sulfonamide). Isolated yield 79.8%. Reaction SMILES: [Cl:1][C:2]1[C:7]([S:8](Cl)(=[O:10])=[O:9])=[CH:6][CH:5]=[CH:4][N:3]=1.[CH3:12][O:13][C:14]1[N:19]=[C:18]([NH2:20])[CH:17]=[CH:16][C:15]=1[CH3:21].N1C=CC=CC=1>O1CCOCC1>[Cl:1][C:2]1[C:7]([S:8]([NH:20][C:18]2[CH:17]=[CH:16][C:15]([CH3:21])=[C:14]([O:13][CH3:12])[N:19]=2)(=[O:10])=[O:9])=[CH:6][CH:5]=[CH:4][N:3]=1. Procedure: The title compound (1.60 g, 5.10 mmol) was prepared from 2-chloropyridine-3-sulfonyl chloride (1.35 g, 6.39 mmol), 6-methoxy-5-methylpyridin-2-amine (IntC10) (970 mg, 7.02 mmol) and pyridine (1.55 mL, 19.2 mmol) in 1,4-dioxane (25 mL) at rt using the methods of (IntC1). Starting materials: NC=1SC(=C(N1)C1=CC=CC=C1)C(=O)OCC (Ethyl 2-amino-4-phenyl-1,3-thiazole-5-carboxylate), C(I)I (CH2I2). Solvent: CC#N (MeCN). Reaction conditions: time 1 hour. The product is IC=1SC(=C(N1)C1=CC=CC=C1)C(=O)OCC (Ethyl 2-iodo-4-phenyl-1,3-thiazole-5-carboxylate). Yield: 57.0%. RXN SMILES: N[C:2]1[S:3][C:4]([C:13]([O:15][CH2:16][CH3:17])=[O:14])=[C:5]([C:7]2[CH:12]=[CH:11][CH:10]=[CH:9][CH:8]=2)[N:6]=1.C(I)[I:19]>CC#N>[I:19][C:2]1[S:3][C:4]([C:13]([O:15][CH2:16][CH3:17])=[O:14])=[C:5]([C:7]2[CH:12]=[CH:11][CH:10]=[CH:9][CH:8]=2)[N:6]=1. Procedure: Ethyl 2-amino-4-phenyl-1,3-thiazole-5-carboxylate (6.1 g, 25 mmol), prepared according to known procedure (Yamaguchi K. et al. Biorg. Med. Chem. Lett. 1999, 9(7), 957-960), was dissolved in MeCN (240 ml) and treated with CH2I2 (7 ml, 150 mmol) isoamylnitrite (12 ml, 112.5 mmol). The reaction was stirred at room temperature for 1 hour. The solvents were removed under high vacuum and the mixture was submitted to flash chromatography by eluting with light petroleum/ethyl acetate (9:1) to give the t... The reactants are O.NN (hydrazine monohydrate), CC1(N=C(OC1)C1=C(C=C(C=C1)OC)C(=O)C1=CC=CC=C1)C ([2-(4,4-dimethyl-4,5-dihydro-oxazol-2-yl)-5-methoxy-phenyl]-phenyl-methanone), C(=O)(O)[O-].[Na+] (NaHCO3), O (water). Solvent: C(C)(=O)O (acetic acid), Cl (HCl), Cl (HCl). Reaction conditions: temperature 80 celsius, time 2 day. Yields the product COC=1C=C2C(=NNC(C2=CC1)=O)C1=CC=CC=C1 (6-Methoxy-4-phenyl-2H-phthalazin-1-one). Isolated yield 21.6%. RXN SMILES: CC1(C)C[O:5][C:4]([C:7]2[CH:12]=[CH:11][C:10]([O:13][CH3:14])=[CH:9][C:8]=2[C:15]([C:17]2[CH:22]=[CH:21][CH:20]=[CH:19][CH:18]=2)=O)=[N:3]1.O.[NH2:25]N.O.C([O-])(O)=O.[Na+]>Cl.C(O)(=O)C>[CH3:14][O:13][C:10]1[CH:9]=[C:8]2[C:7](=[CH:12][CH:11]=1)[C:4](=[O:5])[NH:3][N:25]=[C:15]2[C:17]1[CH:22]=[CH:21][CH:20]=[CH:19][CH:18]=1 |f:1.2,4.5|. Reported procedure: A suspension of [2-(4,4-dimethyl-4,5-dihydro-oxazol-2-yl)-5-methoxy-phenyl]-phenyl-methanone (3.4 g, 11 mmoles), prepared as described in example 12, in 3N HCl (45 ml) was refluxed under stirring for 2 days, then added with 36% HCl (10 ml). After 20 hours the mixture was cooled and extracted more times with CHCl3. The organic phases were anhydrified and brought to dryness. The residue was dissolved in acetic acid and treated with hydrazine monohydrate (0.96 g, 19.24 mmoles) in acetic acid (7 ml)... Starting materials: FC1=C(C=CC(=C1)F)NC(NC1=CC=C(C=C1)C1=NOC(=N1)C(=O)NC(C(=O)OC)C(C)C)=O (Methyl 2-(3-(4-(3-(2,4-difluorophenyl) ureido)phenyl)-1,2,4-oxadiazole-5-carboxamido)-3-methylbutanoate), [OH-].[Li+] (lithium hydroxide). Solvent: C1CCOC1 (THF). Product: FC1=C(C=CC(=C1)F)NC(NC1=CC=C(C=C1)C1=NOC(=N1)C(=O)NC(C(=O)O)C(C)C)=O (2-(3-(4-(3-(2,4-difluorophenyl)ureido)phenyl)-1,2,4-oxadiazole-5-carboxamido)-3-methylbutanoic acid). Isolated yield 81.9%. RXN SMILES: [F:1][C:2]1[CH:7]=[C:6]([F:8])[CH:5]=[CH:4][C:3]=1[NH:9][C:10](=[O:34])[NH:11][C:12]1[CH:17]=[CH:16][C:15]([C:18]2[N:22]=[C:21]([C:23]([NH:25][CH:26]([CH:31]([CH3:33])[CH3:32])[C:27]([O:29]C)=[O:28])=[O:24])[O:20][N:19]=2)=[CH:14][CH:13]=1.[OH-].[Li+]>C1COCC1>[F:1][C:2]1[CH:7]=[C:6]([F:8])[CH:5]=[CH:4][C:3]=1[NH:9][C:10](=[O:34])[NH:11][C:12]1[CH:13]=[CH:14][C:15]([C:18]2[N:22]=[C:21]([C:23]([NH:25][CH:26]([CH:31]([CH3:32])[CH3:33])[C:27]([OH:29])=[O:28])=[O:24])[O:20][N:19]=2)=[CH:16][CH:17]=1 |f:1.2|. Procedure details: Methyl 2-(3-(4-(3-(2,4-difluorophenyl) ureido)phenyl)-1,2,4-oxadiazole-5-carboxamido)-3-methylbutanoate was added to THF and to this 1N lithium hydroxide was added and stirred at room temperature. After completion of the reaction the solvent was evaporated and the crude product so obtained was dissolved in ethyl acetate and washed with water, brine, dried by sodium sulphate and concentrated to give a solid. The solid was then purified by column chromatography. Yield 81.89%; 1H NMR (DMSO-d6) δ: 0... The reactants are CC1(C(C1C=O)C(=O)OC)C (methyl 2,2-dimethyl-3-formylcyclopropanecarboxylate), ClC(C(F)(F)F)(Cl)Cl (1,1,1-trichlorotrifluoroethane), C(C)(=O)OC(C)=O (acetic anhydride), O (water). The reagents and catalysts are [Zn] (zinc). Solvent: CN(C)C=O (DMF). Reaction conditions: temperature 50 celsius, time 10 hour. Product: CC1(C(C1C(C(C(F)(F)F)(Cl)Cl)OC(C)=O)C(=O)OC)C (methyl 2,2-dimethyl-3-(1-acetoxy-2,2-dichloro-3,3,3-trifluoropropyl)cyclopropanecarboxylate), CC1(C(C1C(C(C(F)(F)F)(Cl)Cl)O)C(=O)OC)C (methyl 2,2-dimethyl-3-(1-hydroxy-2,2-dichloro-3,3,3-trifluoropropyl)cyclopropanecarboxylate). Isolated yield 43.0%. Reaction SMILES: [CH3:1][C:2]1([CH3:11])[CH:4]([CH:5]=[O:6])[CH:3]1[C:7]([O:9][CH3:10])=[O:8].[Cl:12][C:13]([Cl:19])([Cl:18])[C:14]([F:17])([F:16])[F:15].[C:20](OC(=O)C)(=[O:22])[CH3:21].O>CN(C=O)C.[Zn]>[CH3:1][C:2]1([CH3:11])[CH:4]([CH:5]([O:6][C:20](=[O:22])[CH3:21])[C:13]([Cl:19])([Cl:12])[C:14]([F:17])([F:16])[F:15])[CH:3]1[C:7]([O:9][CH3:10])=[O:8].[CH3:1][C:2]1([CH3:11])[CH:4]([CH:5]([OH:6])[C:13]([Cl:18])([Cl:12])[C:14]([F:17])([F:16])[F:15])[CH:3]1[C:7]([O:9][CH3:10])=[O:8]. Procedure details: To a solution of 156 mg (1.00 mmol) of methyl 2,2-dimethyl-3-formylcyclopropanecarboxylate in 1 ml of DMF, 78 mg (1.19 mmol) of zinc powder and 0.177 ml (1.50 mmol) of 1,1,1-trichlorotrifluoroethane were added at 0° C., and the mixture was stirred at 0° C. for 30 minutes and at 50° C. for 10 hours. Then, 0.5 ml of acetic anhydride was added at room temperature, and the mixture was stirred for 10 minutes. After an addition of 2 ml of water, the mixture was extracted with diethyl ether (2 ml×5 tim...